Dataset: the Open Reaction Database (ORD), a public repository of structured organic reaction records. Task: describe an organic reaction: reactants, conditions, products, and yield Product: N.C(CCCCCCCCCCCCCC)C1=CC=C(CP(O)(O)=O)C=C1 (4-pentadecylbenzyl phosphonic acid ammonia salt). Yield: 100.0%. RXN SMILES: [NH3:1].[CH2:2]([C:17]1[CH:27]=[CH:26][C:20]([CH2:21][P:22](=[O:25])([OH:24])[OH:23])=[CH:19][CH:18]=1)[CH2:3][CH2:4][CH2:5][CH2:6][CH2:7][CH2:8][CH2:9][CH2:10][CH2:11][CH2:12][CH2:13][CH2:14][CH2:15][CH3:16]>CO.CO.CCO>[NH3:1].[CH2:2]([C:17]1[CH:18]=[CH:19][C:20]([CH2:21][P:22](=[O:23])([OH:25])[OH:24])=[CH:26][CH:27]=1)[CH2:3][CH2:4][CH2:5][CH2:6][CH2:7][CH2:8][CH2:9][CH2:10][CH2:11][CH2:12][CH2:13][CH2:14][CH2:15][CH3:16] |f:3.4,5.6|. Reported procedure: 4-Pentadecylbenzyl phosphonic acid, ammonia salt was obtained by the following procedure: 2M NH3 in MeOH (0.8 mL) was added to a solution of 4-pentadecylbenzyl phosphonic acid (compound 22, 0.050 g) in MeOH-EtOH (4/1 mL) and the reaction mixture was stirred for 2 h at room temperature and TLC showed the completion of the reaction. The solvents were evaporated under reduced pressure to obtain pure 4-pentadecylbenzyl phosphonic acid ammonia salt as white powder (100% yield). MS(ESI) m/z 381 [M−H]−... Reaction conditions: time 2 hour. Run in CO (MeOH), CO.CCO (MeOH EtOH). The reactants are N (NH3), C(CCCCCCCCCCCCCC)C1=CC=C(CP(O)(O)=O)C=C1 (4-pentadecylbenzyl phosphonic acid), C(CCCCCCCCCCCCCC)C1=CC=C(CP(O)(O)=O)C=C1 (4-pentadecylbenzyl phosphonic acid).